Dataset: the Open Reaction Database (ORD), a public repository of structured organic reaction records. Task: describe an organic reaction: reactants, conditions, products, and yield Reactants: Cl.ClC=1C=C(C(=N)N)C=CC1F (3-chloro-4-fluorobenzamidine hydrochloride), ClC=1C=C(C=CC1F)S(=O)(=O)Cl (3-chloro-4-fluorophenyl sulfonylchloride). Product: ClC=1C=C(C=CC1F)S(=O)(=O)NC(C1=CC(=C(C=C1)F)Cl)=N (N-[3-chloro-4-fluorophenylsulfonyl]-3-chloro-4-fluorobenzamidine). RXN SMILES: Cl.[Cl:2][C:3]1[CH:4]=[C:5]([CH:9]=[CH:10][C:11]=1[F:12])[C:6]([NH2:8])=[NH:7].[Cl:13][C:14]1[CH:15]=[C:16]([S:21](Cl)(=[O:23])=[O:22])[CH:17]=[CH:18][C:19]=1[F:20]>>[Cl:13][C:14]1[CH:15]=[C:16]([S:21]([NH:7][C:6](=[NH:8])[C:5]2[CH:9]=[CH:10][C:11]([F:12])=[C:3]([Cl:2])[CH:4]=2)(=[O:22])=[O:23])[CH:17]=[CH:18][C:19]=1[F:20] |f:0.1|. Procedure: A mixture of 3-chloro-4-fluorobenzamidine hydrochloride (0.025 g, 0.133 mmol) and 3-chloro-4-fluorophenyl sulfonylchloride (0.0304 g, 0.133 mmol); the title compound is prepared essentially as described in Example 115. ES Positive Ion MS [M+H]+ ions observed: m/z 365 (35Cl, 35Cl), m/z 367 (35Cl, 37Cl) and m/z 369 (37Cl, 37Cl). Reactants: C(#N)[BH3-].[Na+] (sodium cyanoborohydride), C(#N)C1=CC=C(C=O)C=C1 (4-cyanobenzaldehyde), C(C)(C)N (iso-propylamine), C(C)(=O)O (acetic acid). Solvent: CO (methanol). Yields the product C(C)(C)NCC1=CC=C(C#N)C=C1 (4-(iso-Propylamino-methyl)-benzonitrile). Yield: 38.3%. As a reaction SMILES: C([BH3-])#N.[Na+].[C:5]([C:7]1[CH:14]=[CH:13][C:10]([CH:11]=O)=[CH:9][CH:8]=1)#[N:6].[CH:15]([NH2:18])([CH3:17])[CH3:16].C(O)(=O)C>CO>[CH:15]([NH:18][CH2:11][C:10]1[CH:13]=[CH:14][C:7]([C:5]#[N:6])=[CH:8][CH:9]=1)([CH3:17])[CH3:16] |f:0.1|. Reported procedure: Under a nitrogen atmosphere, add sodium cyanoborohydride (5.77 g, 91.6 mmol) to a solution of 4-cyanobenzaldehyde (3 g, 22.9 mmol), iso-propylamine (2.03 g, 34.4 mmol) and acetic acid (1.37 g, 22.9 mmol) in methanol (30 mL) at 0° C. with stirring. Warm the mixture to room temperature and stir overnight. Add water (100 mL), saturated aqueous K2CO3 (50 mL), and extract with DCM. Wash the combined organic extracts with water and brine. Dry the organic phase over Na2SO4, filter and concentrate in va...